From a dataset of the Open Reaction Database (ORD), a public repository of structured organic reaction records. describe an organic reaction: reactants, conditions, products, and yield Starting materials: ClC1=NC(=NC=2C=C3C(=CC=CN3C21)C2=C(C=C(C=C2C)C)C)C (4-chloro-2-methyl-9-(2,4,6-trimethylphenyl)pyrimidino[4,5-b]indolizine), C(CN)N (ethylene diamine), CCOC(=O)C (EtOAc). Run in CN1CCCC1=O (NMP). Product: NCCNC1=NC(=NC=2C=C3C(=CC=CN3C21)C2=C(C=C(C=C2C)C)C)C ((2-Aminoethyl)[2-methyl-9-(2,4,6-trimethylphenyl)pyrimidino[4,5-b]indolizin-4-yl]amine). As a reaction SMILES: Cl[C:2]1[C:14]2[N:13]3[C:8]([C:9]([C:15]4[C:20]([CH3:21])=[CH:19][C:18]([CH3:22])=[CH:17][C:16]=4[CH3:23])=[CH:10][CH:11]=[CH:12]3)=[CH:7][C:6]=2[N:5]=[C:4]([CH3:24])[N:3]=1.[CH2:25]([NH2:28])[CH2:26][NH2:27].CCOC(C)=O>CN1C(=O)CCC1>[NH2:27][CH2:26][CH2:25][NH:28][C:2]1[C:14]2[N:13]3[C:8]([C:9]([C:15]4[C:20]([CH3:21])=[CH:19][C:18]([CH3:22])=[CH:17][C:16]=4[CH3:23])=[CH:10][CH:11]=[CH:12]3)=[CH:7][C:6]=2[N:5]=[C:4]([CH3:24])[N:3]=1. Reported procedure: Heat a solution of 4-chloro-2-methyl-9-(2,4,6-trimethylphenyl)pyrimidino[4,5-b]indolizine (0.3 g, 0.89 mmol), and ethylene diamine (0.6 mL, 8.93 mmol) in dry NMP (3 mL) at 100 ° C. for 14 h. Pour the cooled mixture onto water (30 mL) and extracte twice with EtOAc (30 mL). Wash the combined extracts with brine (30 mL), dry, and evaporate in vacuo. Purify by preparative TLC (20% MeOH in CH2Cl2 with 0.5% ammonium hydroxide) to obtain the title compound as a yellow oil.